This data is from the Open Reaction Database (ORD), a public repository of structured organic reaction records. The task is: describe an organic reaction: reactants, conditions, products, and yield Starting materials: ClC1=NC=C(C#N)C(=C1)NC(C)C (6-chloro-4-(isopropylamino)nicotinonitrile), NC1=CC2=C(N=CS2)C=C1 (6-amino benzothiazole), CC1(C2=C(C(=CC=C2)P(C3=CC=CC=C3)C4=CC=CC=C4)OC5=C(C=CC=C51)P(C6=CC=CC=C6)C7=CC=CC=C7)C (xanthphos), C(=O)([O-])[O-].[Na+].[Na+] (Na2CO3). The reagents and catalysts are C=1C=CC(=CC1)/C=C/C(=O)/C=C/C2=CC=CC=C2.C=1C=CC(=CC1)/C=C/C(=O)/C=C/C2=CC=CC=C2.C=1C=CC(=CC1)/C=C/C(=O)/C=C/C2=CC=CC=C2.[Pd].[Pd] (Pd2(dba)3). The solvent is O1CCOCC1 (dioxane), O (H2O). Reaction conditions: temperature 115 celsius. Yields the product S1C=NC2=C1C=C(C=C2)NC2=NC=C(C#N)C(=C2)NC(C)C (6-(benzo[d]thiazol-6-ylamino)-4-(isopropylamino)nicotinonitrile). As a reaction SMILES: Cl[C:2]1[CH:9]=[C:8]([NH:10][CH:11]([CH3:13])[CH3:12])[C:5]([C:6]#[N:7])=[CH:4][N:3]=1.[NH2:14][C:15]1[CH:23]=[CH:22][C:18]2[N:19]=[CH:20][S:21][C:17]=2[CH:16]=1.CC1(C)C2C(=C(P(C3C=CC=CC=3)C3C=CC=CC=3)C=CC=2)OC2C(P(C3C=CC=CC=3)C3C=CC=CC=3)=CC=CC1=2.C([O-])([O-])=O.[Na+].[Na+]>O1CCOCC1.C1C=CC(/C=C/C(/C=C/C2C=CC=CC=2)=O)=CC=1.C1C=CC(/C=C/C(/C=C/C2C=CC=CC=2)=O)=CC=1.C1C=CC(/C=C/C(/C=C/C2C=CC=CC=2)=O)=CC=1.[Pd].[Pd].O>[S:21]1[C:17]2[CH:16]=[C:15]([NH:14][C:2]3[CH:9]=[C:8]([NH:10][CH:11]([CH3:13])[CH3:12])[C:5]([C:6]#[N:7])=[CH:4][N:3]=3)[CH:23]=[CH:22][C:18]=2[N:19]=[CH:20]1 |f:3.4.5,7.8.9.10.11|. Procedure details: To a solution of 6-chloro-4-(isopropylamino)nicotinonitrile (18) (1 g, 5.1 mmol) in dioxane (40 mL): H2O (4 mL), 6-amino benzothiazole (5.1 mmol, 1 equiv.), xanthphos (2.0 mmol, 0.4 equiv.) and Na2CO3 (20.5 mmol, 4 equiv.) were added and degassed for 10 min. To the reaction mixture Pd2(dba)3 (2.0 mmol, 0.4 equiv.) was added and degassed again for 10 min. It was then heated at 115° C. for overnight. The reaction mixture was cooled and filtered through small pad of celite. The filtrate obtained wa... Starting materials: FC(S(=O)(=O)OC1=C(C(N(C=C1)CC1=CC=CC=C1)=O)Br)(F)F (1-benzyl-3-bromo-2-oxo-1,2-dihydropyridin-4-yl trifluoromethanesulfonate), C1(=CC=CC=C1)C#C (phenylacetylene). Run at time 15 minute. As a reaction SMILES: FC(F)(F)S(O[C:7]1[CH:12]=[CH:11][N:10]([CH2:13][C:14]2[CH:19]=[CH:18][CH:17]=[CH:16][CH:15]=2)[C:9](=[O:20])[C:8]=1[Br:21])(=O)=O.[C:24]1([C:30]#[CH:31])[CH:29]=[CH:28][CH:27]=[CH:26][CH:25]=1>CN(C=O)C>[CH2:13]([N:10]1[CH:11]=[CH:12][C:7]([C:31]#[C:30][C:24]2[CH:29]=[CH:28][CH:27]=[CH:26][CH:25]=2)=[C:8]([Br:21])[C:9]1=[O:20])[C:14]1[CH:19]=[CH:18][CH:17]=[CH:16][CH:15]=1. Procedure: To a solution of 1-benzyl-3-bromo-2-oxo-1,2-dihydropyridin-4-yl trifluoromethanesulfonate (1.0 g) in DMF (5.0 mL) was added phenylacetylene (0.4 mL) and degassed using house vacuum. The reaction flask was then purged with argon, added diisopropylethylamine (0.53 mL), and PdCl2(PPh3)2 (0.35 g) were added. The resulting mixture was stirred at room temperature for 15 min and heated at 65° C. under an argon atmosphere for 3 h. The dark colored reaction mixture was concentrated in vacuo, and the resi... Run in CN(C)C=O (DMF). Product: C(C1=CC=CC=C1)N1C(C(=C(C=C1)C#CC1=CC=CC=C1)Br)=O (1-benzyl-3-bromo-4-(phenylethynyl)pyridin-2(1H)-one).